This data is from the Open Reaction Database (ORD), a public repository of structured organic reaction records. The task is: describe an organic reaction: reactants, conditions, products, and yield Reactants: COC1=CC(=C(CN2N=CC3=CC(=CC=C23)C=C2C(N=C(S2)SC)=O)C=C1)C(F)(F)F (5-[1-(4-methoxy-2-trifluoromethyl-benzyl)-1H-indazol-5-ylmethylene]-2-methylsulfanyl-thiazol-4-one), N1CC(C1)C(=O)O (azetidine-3-carboxylic acid). The product is COC1=CC(=C(CN2N=CC3=CC(=CC=C23)C=C2C(N=C(S2)N2CC(C2)C(=O)O)=O)C=C1)C(F)(F)F (1-{5-[1-(4-Methoxy-2-trifluoromethyl-benzyl)-1H-indazol-5-ylmethylene]-4-oxo-4,5-dihydro-thiazol-2-yl}-azetidine-3-carboxylic acid). Reaction SMILES: [CH3:1][O:2][C:3]1[CH:27]=[CH:26][C:6]([CH2:7][N:8]2[C:16]3[C:11](=[CH:12][C:13]([CH:17]=[C:18]4[S:22][C:21](SC)=[N:20][C:19]4=[O:25])=[CH:14][CH:15]=3)[CH:10]=[N:9]2)=[C:5]([C:28]([F:31])([F:30])[F:29])[CH:4]=1.[NH:32]1[CH2:35][CH:34]([C:36]([OH:38])=[O:37])[CH2:33]1>>[CH3:1][O:2][C:3]1[CH:27]=[CH:26][C:6]([CH2:7][N:8]2[C:16]3[C:11](=[CH:12][C:13]([CH:17]=[C:18]4[S:22][C:21]([N:32]5[CH2:35][CH:34]([C:36]([OH:38])=[O:37])[CH2:33]5)=[N:20][C:19]4=[O:25])=[CH:14][CH:15]=3)[CH:10]=[N:9]2)=[C:5]([C:28]([F:29])([F:31])[F:30])[CH:4]=1. Reported procedure: 1-{5-[1-(4-Methoxy-2-trifluoromethyl-benzyl)-1H-indazol-5-ylmethylene]-4-oxo-4,5-dihydro-thiazol-2-yl}-azetidine-3-carboxylic acid was prepared from 5-[1-(4-methoxy-2-trifluoromethyl-benzyl)-1H-indazol-5-ylmethylene]-2-methylsulfanyl-thiazol-4-one and azetidine-3-carboxylic acid following General Procedure C. Reactants: ClCCl, COc1c(F)cc(CO)cc1OCc1ccccc1, O=S(Cl)Cl, c1ccncc1. Yields the product COc1c(F)cc(CCl)cc1OCc1ccccc1. RXN SMILES: [Cl:30][CH2:31][Cl:32].[F:1][c:2]1[cH:3][c:4]([CH2:18][OH:19])[cH:5][c:6]([O:10][CH2:11][c:12]2[cH:13][cH:14][cH:15][cH:16][cH:17]2)[c:7]1[O:8][CH3:9].[S:26]([Cl:27])([Cl:28])=[O:29].[cH:20]1[cH:21][cH:22][n:23][cH:24][cH:25]1>>[F:1][c:2]1[cH:3][c:4]([CH2:18][Cl:28])[cH:5][c:6]([O:10][CH2:11][c:12]2[cH:13][cH:14][cH:15][cH:16][cH:17]2)[c:7]1[O:8][CH3:9].